This data is from the Open Reaction Database (ORD), a public repository of structured organic reaction records. The task is: describe an organic reaction: reactants, conditions, products, and yield Starting materials: CC(C)c1cccc(C(C)C)c1N=C=O, CC(C)c1ccc(NCc2ccc(Cl)c(Cl)c2)cc1. Product: CC(C)c1ccc(N(Cc2ccc(Cl)c(Cl)c2)C(=O)Nc2c(C(C)C)cccc2C(C)C)cc1. As a reaction SMILES: [CH:20]([CH3:21])([CH3:22])[c:23]1[c:24]([N:32]=[C:33]=[O:34])[c:25]([CH:29]([CH3:30])[CH3:31])[cH:26][cH:27][cH:28]1.[Cl:1][c:2]1[cH:3][c:4]([CH2:9][NH:10][c:11]2[cH:12][cH:13][c:14]([CH:17]([CH3:18])[CH3:19])[cH:15][cH:16]2)[cH:5][cH:6][c:7]1[Cl:8]>>[Cl:1][c:2]1[cH:3][c:4]([CH2:9][N:10]([c:11]2[cH:12][cH:13][c:14]([CH:17]([CH3:18])[CH3:19])[cH:15][cH:16]2)[C:33]([NH:32][c:24]2[c:23]([CH:20]([CH3:21])[CH3:22])[cH:28][cH:27][cH:26][c:25]2[CH:29]([CH3:30])[CH3:31])=[O:34])[cH:5][cH:6][c:7]1[Cl:8]. The reactants are CCOC(=O)c1csc(-c2cccc(OC)c2)n1, CCO, [Na+], [OH-]. Product: COc1cccc(-c2nc(C(=O)O)cs2)c1. As a reaction SMILES: [CH3:1][O:2][c:3]1[cH:4][c:5](-[c:9]2[s:10][cH:11][c:12]([C:14](=[O:15])[O:16][CH2:17][CH3:18])[n:13]2)[cH:6][cH:7][cH:8]1.[CH3:21][CH2:22][OH:23].[Na+:20].[OH-:19]>>[CH3:1][O:2][c:3]1[cH:4][c:5](-[c:9]2[s:10][cH:11][c:12]([C:14](=[O:15])[OH:16])[n:13]2)[cH:6][cH:7][cH:8]1. Starting materials: CC1(CC(C2=CC=CC=C12)=O)C (3,3-dimethylindan-1-one), [N+](=O)(O)[O-] (nitric acid), ice. The solvent is S(O)(O)(=O)=O (sulfuric acid), S(O)(O)(=O)=O (sulfuric acid). Conditions: time 1 hour. The product is CC1(CC(C2=CC(=CC=C12)[N+](=O)[O-])=O)C (3,3-Dimethyl-6-nitro-indan-1-one). RXN SMILES: [CH3:1][C:2]1([CH3:12])[C:10]2[C:5](=[CH:6][CH:7]=[CH:8][CH:9]=2)[C:4](=[O:11])[CH2:3]1.[N+:13]([O-])([OH:15])=[O:14]>S(=O)(=O)(O)O>[CH3:1][C:2]1([CH3:12])[C:10]2[C:5](=[CH:6][C:7]([N+:13]([O-:15])=[O:14])=[CH:8][CH:9]=2)[C:4](=[O:11])[CH2:3]1. Procedure: To a solution of 3,3-dimethylindan-1-one (LXIV) (16.3 g, 50.9 mmol) (Harms, W. M. and Eisenbraum, E. J. Org. Prep. Proc. Int. 1972, 4, 67-72) in 56 mL of sulfuric acid was slowly added 4.18 mL of 70% nitric acid in 20 mL of sulfuric acid at 0°-5° C. After being stirred for 1 hour, the reaction mixture was poured into 600 g of ice. The precipitates was filtered and washed with water. The solids collected were dissolved in 600 mL of ethyl acetate and washed with NaHCO3 (80 mL×2), dried over magnes... Reactants: C(C)(C)(C)OC(NC1=C(C=C(C(=C1)N(C)C(C)C)C(F)(F)F)NC(CC(=O)C1=CC(=NC=C1)C#N)=O)=O ([2-[3-(2-cyano-pyridin-4-yl)-3-oxo-propionylamino]-5-(isopropyl-methyl-amino)-4-trifluoromethyl-phenyl]-carbamic acid tert-butyl ester), C(=O)(C(F)(F)F)O (TFA). Run in C(Cl)Cl (CH2Cl2). The product is C(C)(C)N(C=1C(=CC2=C(N=C(CC(N2)=O)C2=CC(=NC=C2)C#N)C1)C(F)(F)F)C (4-[8-(Isopropyl-methyl-amino)-4-oxo-7-trifluoromethyl-4,5-dihydro-3H-benzo[b][1,4]diazepin-2-yl]-pyridine-2-carbonitrile), solid. Yield: 41.0%. RXN SMILES: C(OC(=O)[NH:7][C:8]1[CH:13]=[C:12]([N:14]([CH:16]([CH3:18])[CH3:17])[CH3:15])[C:11]([C:19]([F:22])([F:21])[F:20])=[CH:10][C:9]=1[NH:23][C:24](=[O:36])[CH2:25][C:26]([C:28]1[CH:33]=[CH:32][N:31]=[C:30]([C:34]#[N:35])[CH:29]=1)=O)(C)(C)C.C(O)(C(F)(F)F)=O>C(Cl)Cl>[CH:16]([N:14]([CH3:15])[C:12]1[C:11]([C:19]([F:22])([F:21])[F:20])=[CH:10][C:9]2[NH:23][C:24](=[O:36])[CH2:25][C:26]([C:28]3[CH:33]=[CH:32][N:31]=[C:30]([C:34]#[N:35])[CH:29]=3)=[N:7][C:8]=2[CH:13]=1)([CH3:17])[CH3:18]. Procedure: The title compound was prepared from [2-[3-(2-cyano-pyridin-4-yl)-3-oxo-propionylamino]-5-(isopropyl-methyl-amino)-4-trifluoromethyl-phenyl]-carbamic acid tert-butyl ester (Example M120) (0.67 g, 1.29 mmol) by treatment with TFA in CH2Cl2 according to the general procedure N. Obtained as a light yellow solid (210 mg, 41%).